Dataset: the Open Reaction Database (ORD), a public repository of structured organic reaction records. Task: describe an organic reaction: reactants, conditions, products, and yield The reactants are CC1=C(C(=O)O)C=C(C(=C1)C)C=1N=C(NC1C)C1COCC1 (2,4-dimethyl-5-(5-methyl-2-(tetrahydrofuran-3-yl)-1H-imidazol-4-yl)benzoic acid), CC1=C(C(=O)O)C=C(C(=C1)C)C=1N=C(NC1C)C1COCC1 (2,4-dimethyl-5-(5-methyl-2-(tetrahydrofuran-3-yl)-1H-imidazol-4-yl)benzoic acid), Cl.N1CC(C1)C1=CC=C(C#N)C=C1 (4-(azetidin-3-yl)benzonitrile hydrochloride), Cl.N1CC(C1)C1=CC=C(C#N)C=C1 (4-(azetidin-3-yl)benzonitrile hydrochloride), CCN=C=NCCCN(C)C (EDCI), C=1C=CC2=C(C1)N=NN2O (HOBt), CCN(C(C)C)C(C)C (DIEA). Run in CN(C)C=O (DMF). Conditions: time 16 hour. Yields the product CC1=C(C(=O)N2CC(C2)C2=CC=C(C#N)C=C2)C=C(C(=C1)C)C=1N=C(NC1C)C1COCC1 (4-(1-(2,4-Dimethyl-5-(5-methyl-2-(tetrahydrofuran-3-yl)-1H-imidazol-4-yl)benzoyl)azetidin-3-yl)benzonitrile). Isolated yield 12.1%. As a reaction SMILES: [CH3:1][C:2]1[CH:10]=[C:9]([CH3:11])[C:8]([C:12]2[N:13]=[C:14]([CH:18]3[CH2:22][CH2:21][O:20][CH2:19]3)[NH:15][C:16]=2[CH3:17])=[CH:7][C:3]=1[C:4](O)=[O:5].Cl.[NH:24]1[CH2:27][CH:26]([C:28]2[CH:35]=[CH:34][C:31]([C:32]#[N:33])=[CH:30][CH:29]=2)[CH2:25]1.CCN=C=NCCCN(C)C.C1C=CC2N(O)N=NC=2C=1.CCN(C(C)C)C(C)C>CN(C=O)C>[CH3:1][C:2]1[CH:10]=[C:9]([CH3:11])[C:8]([C:12]2[N:13]=[C:14]([CH:18]3[CH2:22][CH2:21][O:20][CH2:19]3)[NH:15][C:16]=2[CH3:17])=[CH:7][C:3]=1[C:4]([N:24]1[CH2:27][CH:26]([C:28]2[CH:35]=[CH:34][C:31]([C:32]#[N:33])=[CH:30][CH:29]=2)[CH2:25]1)=[O:5] |f:1.2|. Procedure details: The mixture of 2,4-dimethyl-5-(5-methyl-2-(tetrahydrofuran-3-yl)-1H-imidazol-4-yl)benzoic acid (compound 171.2, 100 mg, 0.30 mmol), 4-(azetidin-3-yl)benzonitrile hydrochloride (compound 5.2, 71 mg, 0.37 mmol), EDCI (95 mg, 0.50 mmol), HOBt (20 mg, 0.10 mmol) and DIEA (207 μL, 1.20 mmol) in DMF (5 mL) was stirred at room temperature for 16 hours. The reaction was concentrated under reduced pressure, diluted with saturated NaHCO3 (10 mL) and extracted with EtOAc (30 mL). The organic phase was wash... The reactants are FC1=C(C(=O)O)C=CN=C1 (3-fluoroisonicotinic acid), NC1=CC=C2C(C(N(C2=C1)C1CCCC1)=O)(C)C (6-amino-1-cyclopentyl-3,3-dimethyl-1,3-dihydro-indol-2-one). Yields the product C1(CCCC1)N1C(C(C2=CC=C(C=C12)NC(C1=C(C=NC=C1)F)=O)(C)C)=O (N-(1-Cyclopentyl-3,3-dimethyl-2-oxoindolin-6-yl)-3-fluoroisonicotinamide). As a reaction SMILES: [F:1][C:2]1[CH:10]=[N:9][CH:8]=[CH:7][C:3]=1[C:4]([OH:6])=O.[NH2:11][C:12]1[CH:20]=[C:19]2[C:15]([C:16]([CH3:28])([CH3:27])[C:17](=[O:26])[N:18]2[CH:21]2[CH2:25][CH2:24][CH2:23][CH2:22]2)=[CH:14][CH:13]=1>>[CH:21]1([N:18]2[C:19]3[C:15](=[CH:14][CH:13]=[C:12]([NH:11][C:4](=[O:6])[C:3]4[CH:7]=[CH:8][N:9]=[CH:10][C:2]=4[F:1])[CH:20]=3)[C:16]([CH3:27])([CH3:28])[C:17]2=[O:26])[CH2:22][CH2:23][CH2:24][CH2:25]1. Procedure details: Prepared in analogy to example 26 from 3-fluoroisonicotinic acid and 6-amino-1-cyclopentyl-3,3-dimethyl-1,3-dihydro-indol-2-one. The title compound was obtained as yellow foam. The reactants are [Al+3], COC(=O)c1cnn(Cc2ccccc2)c1, [H-], [H-], [H-], [H-], [K+], [Li+], C1CCOC1, [OH-]. The product is OCc1cnn(Cc2ccccc2)c1. As a reaction SMILES: [Al+3:2].[CH2:7]([c:8]1[cH:9][cH:10][cH:11][cH:12][cH:13]1)[n:14]1[n:15][cH:16][c:17]([C:19](=[O:20])[O:21][CH3:22])[cH:18]1.[H-:1].[H-:4].[H-:5].[H-:6].[K+:24].[Li+:3].[O:25]1[CH2:26][CH2:27][CH2:28][CH2:29]1.[OH-:23]>>[CH2:7]([c:8]1[cH:9][cH:10][cH:11][cH:12][cH:13]1)[n:14]1[n:15][cH:16][c:17]([CH2:19][OH:20])[cH:18]1. The reactants are C1(=CC=CC=C1)C#CC1=CC=C(C=C1)B(O)O (4-(phenylethynyl)phenyl boronic acid), C1(=CC=CC=C1)C#CC1=CC=C(C=C1)Br (4-(phenylethynyl)-1-bromobenzene), C1CCOC1 (THF), C(CCC)[Li] (n-butyllithium), hexanes, N#N (N2), COB(OC)OC (trimethylborate). Reaction conditions: temperature -78 celsius, time 15 minute. Product: C1(=CC=CC=C1)C#CC1=CC=C(C=C1)C=1C=C(C=C(C1)C1=CC=C(C=C1)C#CC1=CC=CC=C1)O (3,5-bis(4-(phenylethynyl)phenyl)phenol). As a reaction SMILES: [C:1]1([C:7]#[C:8][C:9]2[CH:14]=[CH:13][C:12](B(O)O)=[CH:11][CH:10]=2)[CH:6]=[CH:5][CH:4]=[CH:3][CH:2]=1.[C:18]1([C:24]#[C:25][C:26]2[CH:31]=[CH:30][C:29](Br)=[CH:28][CH:27]=2)[CH:23]=[CH:22][CH:21]=[CH:20][CH:19]=1.N#N.[CH2:35]([Li])[CH2:36]CC.COB(OC)OC.[CH2:47]1[CH2:51][O:50][CH2:49][CH2:48]1>>[C:1]1([C:7]#[C:8][C:9]2[CH:14]=[CH:13][C:12]([C:35]3[CH:36]=[C:49]([OH:50])[CH:48]=[C:47]([C:29]4[CH:30]=[CH:31][C:26]([C:25]#[C:24][C:18]5[CH:23]=[CH:22][CH:21]=[CH:20][CH:19]=5)=[CH:27][CH:28]=4)[CH:51]=3)=[CH:11][CH:10]=2)[CH:6]=[CH:5][CH:4]=[CH:3][CH:2]=1. Procedure: Synthesis of 4-(phenylethynyl)phenyl boronic acid (JACS, 2004, 126, 5798): In a flame-dried flask, 4-(phenylethynyl)-1-bromobenzene (15.0 g, 58.4 mmol) was dissolved in dry THF (225 mL). The solution was treated with 3 cycles of evacuation and refilling with N2, then chilled to −78° C. in a dry ice/acetone bath. To the stirred solution was added a solution of n-butyllithium in hexanes (1.6 M, 40 mL, 1.1 eq) by syringe over the course of 10 minutes. The resulting solution was stirred for an addit... Reactants: COC(=O)CS, Clc1ccc(Cl)nc1, [K+], [K+], O=C([O-])[O-], CN(C)C=O, O. Yields the product COC(=O)CSc1ccc(Cl)cn1. As a reaction SMILES: [CH3:15][O:16][C:17]([CH2:18][SH:19])=[O:20].[Cl:1][c:2]1[n:3][cH:4][c:5]([Cl:8])[cH:6][cH:7]1.[K+:10].[K+:9].[O-:11][C:12]([O-:13])=[O:14].[O:22]=[CH:23][N:24]([CH3:25])[CH3:26].[OH2:21]>>[c:2]1([S:19][CH2:18][C:17]([O:16][CH3:15])=[O:20])[n:3][cH:4][c:5]([Cl:8])[cH:6][cH:7]1. The product is CC=1C=C2CN(CC2=CC1)C(C[C@@H](C(=O)O)CC1=CC=CC=C1)=O (5-methyl-γ-oxo-α(S)-(phenylmethyl)-2,3-dihydro-1H-isoindole-2-butanoic acid). The reactants are O=C(C[C@@H](C(=O)O)CC1=CC=CC=C1)N1CC2=CC=CC=C2C1 (γ-oxo-α(S)-(phenylmethyl)-2,3-dihydro-1H-isoindole-2-butanoic acid), O=C(C[C@H](C(=O)O)CC1=CC=CC=C1)N1CC2=CC=CC=C2C1 (γ-oxo-α(R)-(phenylmethyl)-2,3-dihydro-1H-isoindole-2-butanoic acid), O=C(CC(C(=O)O)CC1=CC=CC=C1)N1CC2=CC=CC=C2C1 (γ-oxo-α(R,S)-(phenylmethyl)-2,3-dihydro-1H-isoindole-2-butanoic acid), C1(NC(C2=CC=CC=C12)=O)=O (1H-isoindole-1,3-(2H)-dione). Procedure: By reproducing this example using as starting material 1H-isoindole-1,3-(2H)-dione, it was possible to prepare γ-oxo-α(S)-(phenylmethyl)-2,3-dihydro-1H-isoindole-2-butanoic acid, γ-oxo-α(R)-(phenylmethyl)-2,3-dihydro-1H-isoindole-2-butanoic acid and γ-oxo-α(R,S)-(phenylmethyl)-2,3-dihydro-1H-isoindole-2-butanoic acid. RXN SMILES: [C:1]1(=O)C2C(=CC=CC=2)C(=O)N1.[O:12]=[C:13]([N:26]1[CH2:34][C:33]2[C:28](=[CH:29][CH:30]=[CH:31][CH:32]=2)[CH2:27]1)[CH2:14][C@H:15]([CH2:19][C:20]1[CH:25]=[CH:24][CH:23]=[CH:22][CH:21]=1)[C:16]([OH:18])=[O:17].O=C(N1CC2C(=CC=CC=2)C1)C[C@@H](CC1C=CC=CC=1)C(O)=O.O=C(N1CC2C(=CC=CC=2)C1)CC(CC1C=CC=CC=1)C(O)=O>>[CH3:1][C:30]1[CH:29]=[C:28]2[C:33](=[CH:32][CH:31]=1)[CH2:34][N:26]([C:13](=[O:12])[CH2:14][C@H:15]([CH2:19][C:20]1[CH:25]=[CH:24][CH:23]=[CH:22][CH:21]=1)[C:16]([OH:18])=[O:17])[CH2:27]2.